This data is from the Open Reaction Database (ORD), a public repository of structured organic reaction records. The task is: describe an organic reaction: reactants, conditions, products, and yield Run at time 8 hour. The yield is 24.0%. Procedure details: To 0.155 g (1.16 mmoles) of AlCl3 in 20 mL of THF was added 5.0 g (3.48 mmoles) of dodecyl MgBr (0.697 mmole/g). This mixture was added to 1.00 g (3.17 mmoles) of 2,3-dibromo-1,4-naphthoquinone in 50 mL of THF. A brown solution was obtained. Then, 0.40 g (2.94 mmoles) of ZnCl2 was added and the mixture was stirred overnight. The mixture was poured into 100 mL of NH4Cl solution, extracted with 3×50 mL of ether, dried over MgSO4, filtered, and solvent was removed. The residue was flash-chromatogra... Yields the product C(CCCCCCCCCCC)C=1C(C2=CC=CC=C2C(C1Br)=O)=O (2-n-dodecyl-3-bromo-1,4-naphthoquinone). The reagents and catalysts are [Cl-].[Cl-].[Zn+2] (ZnCl2). Reactants: [Al+3].[Cl-].[Cl-].[Cl-] (AlCl3), dodecyl MgBr, C1CCOC1 (THF), [NH4+].[Cl-] (NH4Cl), BrC=1C(C2=CC=CC=C2C(C1Br)=O)=O (2,3-dibromo-1,4-naphthoquinone), C1CCOC1 (THF). RXN SMILES: [Al+3].[Cl-].[Cl-].[Cl-].Br[C:6]1[C:7](=[O:18])[C:8]2[C:13]([C:14](=[O:17])[C:15]=1[Br:16])=[CH:12][CH:11]=[CH:10][CH:9]=2.[NH4+].[Cl-].[CH2:21]1[CH2:25]O[CH2:23][CH2:22]1>[Cl-].[Cl-].[Zn+2]>[CH2:23]([C:6]1[C:7](=[O:18])[C:8]2[C:13]([C:14](=[O:17])[C:15]=1[Br:16])=[CH:12][CH:11]=[CH:10][CH:9]=2)[CH2:22][CH2:21][CH2:25][CH2:8][CH2:7][CH2:6][CH2:15][CH2:14][CH2:13][CH2:12][CH3:11] |f:0.1.2.3,5.6,8.9.10|. The reactants are CON=CC=1CS[C@H]2N(C1C(=O)O)C([C@H]2NC(CC=2SC=CC2)=O)=O (3-methoxyiminomethyl-7β-(2-thienylacetamido)-3-cephem-4-carboxylic acid), C(C)C(C(=O)[O-])CCCC.[K+] (potassium 2-ethylhexanoate). Solvent: C(C)(=O)OCC (ethyl acetate), C(CC)O (propanol). Reaction conditions: time 15 hour. Yields the product O.CON=CC=1CS[C@H]2N(C1C(=O)[O-])C([C@H]2NC(CC=2SC=CC2)=O)=O.[K+] (potassium 3-methoxyiminomethyl-7β-(2-thienylacetamido)-3-cephem-4-carboxylate monohydrate). The yield is 181.3%. As a reaction SMILES: [CH3:1][O:2][N:3]=[CH:4][C:5]1[CH2:6][S:7][C@@H:8]2[C@H:15]([NH:16][C:17](=[O:24])[CH2:18][C:19]3[S:20][CH:21]=[CH:22][CH:23]=3)[C:14](=[O:25])[N:9]2[C:10]=1[C:11]([OH:13])=[O:12].C(C(CCCC)C([O-])=O)C.[K+:36]>C(OCC)(=O)C.C(O)CC>[OH2:2].[CH3:1][O:2][N:3]=[CH:4][C:5]1[CH2:6][S:7][C@@H:8]2[C@H:15]([NH:16][C:17](=[O:24])[CH2:18][C:19]3[S:20][CH:21]=[CH:22][CH:23]=3)[C:14](=[O:25])[N:9]2[C:10]=1[C:11]([O-:13])=[O:12].[K+:36] |f:1.2,5.6.7|. Reported procedure: To a solution of 3-methoxyiminomethyl-7β-(2-thienylacetamido)-3-cephem-4-carboxylic acid (10.1 g) in ethyl acetate (50 ml) is added a solution of potassium 2-ethylhexanoate (4.5 g) in propanol (8.9 ml), and the mixture is kept in a refrigerator for 15 hours. The crystals formed are collected by filtration, washed with ethyl acetate, and recrystallized from a mixture of methanol and ether to give potassium 3-methoxyiminomethyl-7β-(2-thienylacetamido)-3-cephem-4-carboxylate monohydrate (10.5 g). m... Starting materials: SCCCS, ClC(Cl)Cl, O=Cc1cccc(Cl)c1. The product is Clc1cccc(C2SCCCS2)c1. As a reaction SMILES: [CH2:10]([CH2:11][CH2:12][SH:13])[SH:14].[CH:15]([Cl:16])([Cl:17])[Cl:18].[Cl:1][c:2]1[cH:3][c:4]([CH:5]=[O:6])[cH:7][cH:8][cH:9]1>>[Cl:1][c:2]1[cH:3][c:4]([CH:5]2[S:13][CH2:12][CH2:11][CH2:10][S:14]2)[cH:7][cH:8][cH:9]1. Reactants: C(C)OC(CBr)=O (ethylbromoacetate), C1(=CC=CC=C1)COC(=O)NC1C(NC2=C(C(=N1)C1=CC=CC=C1)C=CC=C2)=O (1,3-dihydro-3(R,S)-(phenylmethyloxycarbonyl)amino-5-phenyl-2H-1,4-benzodiazepin-2-one). Yields the product C(C)OC(CN1C(C(N=C(C2=C1C=CC=C2)C2=CC=CC=C2)NC(=O)OCC2=CC=CC=C2)=O)=O (2,3-Dihydro-2-oxo-5-phenyl-3-(((phenylmethoxy)carbonyl)amino)-1H-1,4-benzodiazepine-1-acetic acid ethyl ester). Reaction SMILES: [CH2:1]([O:3][C:4](=[O:7])[CH2:5]Br)[CH3:2].[C:8]1([CH2:14][O:15][C:16]([NH:18][CH:19]2[N:25]=[C:24]([C:26]3[CH:31]=[CH:30][CH:29]=[CH:28][CH:27]=3)[C:23]3[CH:32]=[CH:33][CH:34]=[CH:35][C:22]=3[NH:21][C:20]2=[O:36])=[O:17])[CH:13]=[CH:12][CH:11]=[CH:10][CH:9]=1>>[CH2:1]([O:3][C:4](=[O:7])[CH2:5][N:21]1[C:22]2[CH:35]=[CH:34][CH:33]=[CH:32][C:23]=2[C:24]([C:26]2[CH:31]=[CH:30][CH:29]=[CH:28][CH:27]=2)=[N:25][CH:19]([NH:18][C:16]([O:15][CH2:14][C:8]2[CH:9]=[CH:10][CH:11]=[CH:12][CH:13]=2)=[O:17])[C:20]1=[O:36])[CH3:2]. Procedure: The procedure of Example 4 was employed using equimolar amounts of ethylbromoacetate and 1,3-dihydro-3(R,S)-(phenylmethyloxycarbonyl)amino-5-phenyl-2H-1,4-benzodiazepin-2-one. The chromatographed product (ethyl acetate-hexane) was dried in vacuo at room temperature over P2O5 : m.p. 65°-66° C. Reactants: SC=1NC2=C(N1)C=CC=C2 (2-mercaptobenzimidazole), C[O-].[Na+] (sodium methoxide), C(CCCCCC)OC1=C(C(=NC=C1)CCl)C (4-heptyloxy-2-chloromethyl-3-methylpyridine). Solvent: CO (methanol), CO (methanol), CO (methanol), C(C)(=O)OCC (ethyl acetate). Yields the product C(CCCCCC)OC1=C(C(=NC=C1)CSC1=NC2=C(N1)C=CC=C2)C (2-[(4-n-heptyloxy-3-methylpyridin-2-yl)-methylthio]-1H-benz imidazole). Reported procedure: To a liquid prepared by dissolving with stirring 8.7 g (0.058 mol, 0.95 eq.) of 2-mercaptobenzimidazole and 68.2 g (0.354 mol, 5.8 eq.) of a 28% sodium methoxide solution in 400 mL of methanol, a liquid prepared by dissolving the whole amount of 4-heptyloxy-2-chloromethyl-3-methylpyridine in 210 mL of methanol was added at 28° C. Subsequently, the mixture was heated to reflux for one hour and cooled, and then methanol was solid dried under reduced pressure. A yellow brown oily residue resulting ... Reaction SMILES: [SH:1][C:2]1[NH:3][C:4]2[CH:10]=[CH:9][CH:8]=[CH:7][C:5]=2[N:6]=1.C[O-].[Na+].[CH2:14]([O:21][C:22]1[CH:27]=[CH:26][N:25]=[C:24]([CH2:28]Cl)[C:23]=1[CH3:30])[CH2:15][CH2:16][CH2:17][CH2:18][CH2:19][CH3:20]>CO.C(OCC)(=O)C>[CH2:14]([O:21][C:22]1[CH:27]=[CH:26][N:25]=[C:24]([CH2:28][S:1][C:2]2[NH:6][C:5]3[CH:7]=[CH:8][CH:9]=[CH:10][C:4]=3[N:3]=2)[C:23]=1[CH3:30])[CH2:15][CH2:16][CH2:17][CH2:18][CH2:19][CH3:20] |f:1.2|. Yield: 38.7%. Starting materials: CCN(C(C)C)C(C)C, CC(CO)(CO)[N+](=O)[O-], CC#N, NCc1ccccc1, O=S(=O)(O)C(F)(F)F, O=S(=O)(O)C(F)(F)F. The product is CC1([N+](=O)[O-])CN(Cc2ccccc2)C1. RXN SMILES: [CH2:26]([N:27]([CH:28]([CH3:29])[CH3:30])[CH:31]([CH3:32])[CH3:33])[CH3:34].[CH3:17][C:18]([CH2:19][OH:22])([CH2:21][OH:20])[N+:23](=[O:24])[O-:25].[CH3:43][C:44]#[N:45].[NH2:35][CH2:36][c:37]1[cH:38][cH:39][cH:40][cH:41][cH:42]1.[S:1]([OH:2])([C:3]([F:4])([F:5])[F:6])(=[O:7])=[O:8].[S:9]([OH:10])([C:11]([F:12])([F:13])[F:14])(=[O:15])=[O:16]>>[CH3:17][C:18]1([N+:23](=[O:24])[O-:25])[CH2:19][N:35]([CH2:36][c:37]2[cH:38][cH:39][cH:40][cH:41][cH:42]2)[CH2:21]1. Reactants: ICCCOC1=CC=C(C=C1)NC=C1C(NC2=CC=CC=C12)=O (3-{[4-(3-Iodo-propoxy)-phenylamino]-methylene}-1,3-dihydro-indol-2-one), C(C)NCC (diethylamine). Yields the product C(C)N(CCCOC1=CC=C(C=C1)NC=C1C(NC2=CC=CC=C12)=O)CC (3-{[4-(3-Diethylamino-propoxy)-phenylamino]-methylene}-1,3-dihydro-indol-2-one). Reaction SMILES: I[CH2:2][CH2:3][CH2:4][O:5][C:6]1[CH:11]=[CH:10][C:9]([NH:12][CH:13]=[C:14]2[C:22]3[C:17](=[CH:18][CH:19]=[CH:20][CH:21]=3)[NH:16][C:15]2=[O:23])=[CH:8][CH:7]=1.[CH2:24]([NH:26][CH2:27][CH3:28])[CH3:25]>>[CH2:24]([N:26]([CH2:27][CH3:28])[CH2:2][CH2:3][CH2:4][O:5][C:6]1[CH:11]=[CH:10][C:9]([NH:12][CH:13]=[C:14]2[C:22]3[C:17](=[CH:18][CH:19]=[CH:20][CH:21]=3)[NH:16][C:15]2=[O:23])=[CH:8][CH:7]=1)[CH3:25]. Procedure details: In a manner similar to that described in Example 217, 3-{[4-(3-Iodo-propoxy)-phenylamino]-methylene}-1,3-dihydro-indol-2-one and diethylamine are converted to the named compound. Starting materials: [Si](C)(C)(C(C)(C)C)OC=1C=C(C=O)C=C(C1)\C=C\COC (3-{[tert-butyl(dimethyl)silyl]oxy}-5-[(1E)-3-methoxyprop-1-en-1-yl]benzaldehyde), Amine. Reagents/catalysts: [Pd] (palladium). Run in CCOC(=O)C (EtOAc). Reaction conditions: time 1 hour. Yields the product [Si](C)(C)(C(C)(C)C)OC=1C=C(C=O)C=C(C1)CCCOC (3-{[tert-Butyl(dimethyl)silyl]oxy}-5-(3-methoxypropyl)benzaldehyde). As a reaction SMILES: [Si:1]([O:8][C:9]1[CH:10]=[C:11]([CH:14]=[C:15](/[CH:17]=[CH:18]/[CH2:19][O:20][CH3:21])[CH:16]=1)[CH:12]=[O:13])([C:4]([CH3:7])([CH3:6])[CH3:5])([CH3:3])[CH3:2]>CCOC(C)=O.[Pd]>[Si:1]([O:8][C:9]1[CH:10]=[C:11]([CH:14]=[C:15]([CH2:17][CH2:18][CH2:19][O:20][CH3:21])[CH:16]=1)[CH:12]=[O:13])([C:4]([CH3:7])([CH3:6])[CH3:5])([CH3:2])[CH3:3]. Procedure details: To a solution of 3-{[tert-butyl(dimethyl)silyl]oxy}-5-[(1E)-3-methoxyprop-1-en-1-yl]benzaldehyde from Amine 36, Step 3 (1 eq.) in EtOAc (0.1 M) was added palladium (10% w/w over activated carbon, 10% loading). The vessel was evacuated and back filled with hydrogen. The reaction suspension was then stirred under a balloon atmosphere of hydrogen for 1 h. The reaction was quenched with dichloromethane and filtered through a bed of celite. The insolubles were washed further with EtOAc and methanol. ... Reactants: oil, BrC1=CC(=C(NCC2=CC3=C(N=C(S3)SC)C=C2)C=C1)[N+](=O)[O-] (4-bromo-N-((2-(methylthio)benzo[d]thiazol-6-yl)methyl)-2-nitroaniline), BrC1=CC(=C(NCC2=CC3=C(N=C(S3)SC)C=C2)C=C1OC)[N+](=O)[O-] (4-bromo-5-methoxy-N-((2-(methylthio)benzo[d]thiazol-6-yl)methyl)-2-nitroaniline). Yields the product BrC=1C=C(C(=CC1)NCC1=CC2=C(N=C(S2)SC)C=C1)N (4-Bromo-N1-((2-(methylthio)benzo[d]thiazol-6-yl)methyl)benzene-1,2-diamine). Reaction SMILES: [Br:1][C:2]1[CH:20]=[CH:19][C:5]([NH:6][CH2:7][C:8]2[CH:18]=[CH:17][C:11]3[N:12]=[C:13]([S:15][CH3:16])[S:14][C:10]=3[CH:9]=2)=[C:4]([N+:21]([O-])=O)[CH:3]=1.BrC1C(OC)=CC(NCC2C=CC3N=C(SC)SC=3C=2)=C([N+]([O-])=O)C=1>>[Br:1][C:2]1[CH:3]=[C:4]([NH2:21])[C:5]([NH:6][CH2:7][C:8]2[CH:18]=[CH:17][C:11]3[N:12]=[C:13]([S:15][CH3:16])[S:14][C:10]=3[CH:9]=2)=[CH:19][CH:20]=1. Procedure: 4-Bromo-N1-((2-(methylthio)benzo[d]thiazol-6-yl)methyl)benzene-1,2-diamine was synthesized as an oil (1 g) using a procedure analogous to that described in Step 2 of Example 41, substituting 4-bromo-N-((2-(methylthio)benzo[d]thiazol-6-yl)methyl)-2-nitroaniline from Step 2 of this Example for 4-bromo-5-methoxy-N-((2-(methylthio)benzo[d]thiazol-6-yl)methyl)-2-nitroaniline used in Example 41. LCMS (ESI) m/z 379 and 381 (M+H)+.